This data is from the Open Reaction Database (ORD), a public repository of structured organic reaction records. The task is: describe an organic reaction: reactants, conditions, products, and yield Starting materials: IC#CCOCCCCCCCCCC (1-iodo-4-oxa-tetradecyne), C(CCCCCCCOCC#C)(=O)O (9-oxa-11-dodecynoic acid). Yields the product C(CCCCCCCOCC#CC#CCOCCCCCCCCCC)(=O)O (9,16-dioxa-hexacosa-11,13-diynoic acid). Yield: 30.6%. Reaction SMILES: I[C:2]#[C:3][CH2:4][O:5][CH2:6][CH2:7][CH2:8][CH2:9][CH2:10][CH2:11][CH2:12][CH2:13][CH2:14][CH3:15].[C:16]([OH:29])(=[O:28])[CH2:17][CH2:18][CH2:19][CH2:20][CH2:21][CH2:22][CH2:23][O:24][CH2:25][C:26]#[CH:27]>>[C:16]([OH:29])(=[O:28])[CH2:17][CH2:18][CH2:19][CH2:20][CH2:21][CH2:22][CH2:23][O:24][CH2:25][C:26]#[C:27][C:2]#[C:3][CH2:4][O:5][CH2:6][CH2:7][CH2:8][CH2:9][CH2:10][CH2:11][CH2:12][CH2:13][CH2:14][CH3:15]. Procedure details: Following the procedure described in Singh, A. & Schnur, J. M., Synthetic Comm. 16, 847 (1986), 1-iodo-4-oxa-tetradecyne (10 mmol) was coupled with 9-oxa-11-dodecynoic acid (1.98 g, 10 mmol) to produce 1.2 g 9,16-dioxa-hexacosa-11,13-diynoic acid (31% yield). The 9-oxa-11-dodecynoic acid was dissolved in aqueous KOH solution (1.1 mol eq.). CuCl (0.25 mol eq.) in ethylamine (70% aq. solution) was added, followed by 15 mg±5 mg hydroxyl amine hydrochloride NH2OH.HCl crystals. To this solution (yell... Starting materials: NC=1C=C2NC(C(N(C2=CC1)C)=O)=O (6-amino-1-methylquinoxaline-2,3(1H,4H)-dione), C(C)(=O)OC(C)=O (acetic acid anhydride). Solvent: O (water), [OH-].[Na+] (sodium hydroxide). Run at time 2 hour. Yields the product C(C)(=O)NC=1C=C2NC(C(N(C2=CC1)C)=O)=O (6-acetamido-1-methylquinoxaline-2,3(1H,4H)-dione). Isolated yield 68.0%. Reaction SMILES: [NH2:1][C:2]1[CH:3]=[C:4]2[C:9](=[CH:10][CH:11]=1)[N:8]([CH3:12])[C:7](=[O:13])[C:6](=[O:14])[NH:5]2.[C:15](OC(=O)C)(=[O:17])[CH3:16]>O.[OH-].[Na+]>[C:15]([NH:1][C:2]1[CH:3]=[C:4]2[C:9](=[CH:10][CH:11]=1)[N:8]([CH3:12])[C:7](=[O:13])[C:6](=[O:14])[NH:5]2)(=[O:17])[CH3:16] |f:3.4|. Procedure: To a solution of 0.3 g (1.3 mmol) 6-amino-1-methylquinoxaline-2,3(1H,4H)-dione in a mixture of 15 ml water and 0.6 ml 4N sodium hydroxide was added 5 ml acetic acid anhydride. Stirring was continued at 25° C. for 2 h. The precipitate was filtered off and washed with water to give 0.21 g (68%) of 6-acetamido-1-methylquinoxaline-2,3(1H,4H)-dione. M.p. 390° C. NMR (DMSO-d6): 10.1 (1H, broad s), 9.7 (1H, broad s), 7.5-7.0 (3H), 3.43 (3H, s), 2.0 (3H, s).